This data is from the Open Reaction Database (ORD), a public repository of structured organic reaction records. The task is: describe an organic reaction: reactants, conditions, products, and yield The reactants are FC1=C(C(=C(C(=C1F)F)F)F)C(CBr)=O (1-(2,3,4,5,6-pentafluorophenyl)-2-bromo-1-ethanone), [S-]C#N.[NH4+] (ammonium thiocyanate), C([O-])(O)=O.[Na+] (sodium bicarbonate). The solvent is C(C)#N (acetonitrile). Conditions: temperature 25 celsius, time 1 hour. The product is FC1=C(C(=C(C(=C1F)F)F)F)C(CSC#N)=O (1-(2,3,4,5,6-pentafluorophenyl)-2-thiocyanato-1-ethanone). As a reaction SMILES: [F:1][C:2]1[C:7]([F:8])=[C:6]([F:9])[C:5]([F:10])=[C:4]([F:11])[C:3]=1[C:12](=[O:15])[CH2:13]Br.[S-:16][C:17]#[N:18].[NH4+].C(=O)(O)[O-].[Na+]>C(#N)C>[F:1][C:2]1[C:7]([F:8])=[C:6]([F:9])[C:5]([F:10])=[C:4]([F:11])[C:3]=1[C:12](=[O:15])[CH2:13][S:16][C:17]#[N:18] |f:1.2,3.4|. Procedure: A mixture of 1-(2,3,4,5,6-pentafluorophenyl)-2-bromo-1-ethanone 5.00 g, ammonium thiocyanate 1.58 g and acetonitrile 100 mL was stirred at 25° C. for one hour. To the reaction mixtures was added aqueous saturated sodium bicarbonate solution and the mixtures were extracted with ethyl acetate. The organic layers were washed with aqueous saturated sodium bicarbonate solution and were dried over anhydrous sodium sulfate. The resulting mixtures were concentrated under reduced pressure to give 1-(2,3,... The reactants are CCO, CC[O-], C[Si](C)(C)CCOCOc1cnccc1F, [Na+], O. Yields the product CCOc1ccncc1OCOCC[Si](C)(C)C. Reaction SMILES: [CH3:22][CH2:23][OH:24].[CH3:2][CH2:3][O-:4].[F:5][c:6]1[c:7]([O:12][CH2:13][O:14][CH2:15][CH2:16][Si:17]([CH3:18])([CH3:19])[CH3:20])[cH:8][n:9][cH:10][cH:11]1.[Na+:1].[OH2:21]>>[CH3:2][CH2:3][O:4][c:6]1[c:7]([O:12][CH2:13][O:14][CH2:15][CH2:16][Si:17]([CH3:18])([CH3:19])[CH3:20])[cH:8][n:9][cH:10][cH:11]1. Reactants: COC=1C=C(C(=O)O)C=CC1OC (3,4-dimethoxybenzoic acid), S(=O)(Cl)Cl (thionyl chloride), acyl chloride, C(C)(C)(C)OC(=O)N1CC(CC1)NCC(=CC1=C(C=C(C=C1)F)F)C (3-[3-(2,4-difluoro-phenyl)-2-methyl-allylamino]-pyrrolidine-1-carboxylic acid tert-butyl ester). Solvent: C(C)N(CC)CC (triethylamine). The product is FC1=C(C=CC(=C1)F)C=C(CN(C(C1=CC(=C(C=C1)OC)OC)=O)C1CNCC1)C (N-[3-(2,4-Difluoro-phenyl)-2-methyl-allyl]-3,4-dimethoxy-N-pyrrolidin-3-yl-benzamide). Isolated yield 35.0%. Reaction SMILES: [CH3:1][O:2][C:3]1[CH:4]=[C:5]([CH:9]=[CH:10][C:11]=1[O:12][CH3:13])[C:6]([OH:8])=O.S(Cl)(Cl)=O.C(OC([N:25]1[CH2:29][CH2:28][CH:27]([NH:30][CH2:31][C:32]([CH3:42])=[CH:33][C:34]2[CH:39]=[CH:38][C:37]([F:40])=[CH:36][C:35]=2[F:41])[CH2:26]1)=O)(C)(C)C>C(N(CC)CC)C>[F:41][C:35]1[CH:36]=[C:37]([F:40])[CH:38]=[CH:39][C:34]=1[CH:33]=[C:32]([CH3:42])[CH2:31][N:30]([CH:27]1[CH2:28][CH2:29][NH:25][CH2:26]1)[C:6](=[O:8])[C:5]1[CH:9]=[CH:10][C:11]([O:12][CH3:13])=[C:3]([O:2][CH3:1])[CH:4]=1. Reported procedure: Experimental condition analogous to Example 18 were used with 3,4-dimethoxybenzoic acid 0.12 g (0.68 mmol), thionyl chloride 2 ml (1.68 mmol). The obtained acyl chloride was reacted with 3-[3-(2,4-difluoro-phenyl)-2-methyl-allylamino]-pyrrolidine-1-carboxylic acid tert-butyl ester 0.2 g (0.56 mmol), triethylamine 0.2 ml. The reaction yielded the free amine, which was converted to the HCl salt 90 mg as an off-white solid: Yield: 35%.